From a dataset of the Open Reaction Database (ORD), a public repository of structured organic reaction records. describe an organic reaction: reactants, conditions, products, and yield Run in C(C)O (ethanol). Product: C(C1=CC=CC=C1)(C1=CC=CC=C1)[C@H]1OC[C@H]([C@@H](C1)O)NCCC1=CC=C(C=C1)F ((2S, 4R, 5R)-2-benzhydryl-5-[2-(4-fluorophenyl)-ethylamino]-tetrahydropyran-4-ol). Reactants: C(C1=CC=CC=C1)(C1=CC=CC=C1)[C@H]1OC[C@@H]2O[C@@H]2C1 ((1S, 4S, 6R)-4-benzhydryl-3,7-dioxa-bicyclo[4.1.0]-heptane), FC1=CC=C(C=C1)CCN (2-(4-fluoro-phenyl)-ethylamine). Procedure: (1S, 4S, 6R)-4-benzhydryl-3,7-dioxa-bicyclo[4.1.0]-heptane 28a (0.025 g, 0.094 mmol) was reacted with 2-(4-fluoro-phenyl)-ethylamine (0.26 g, 1.88 mmol) in ethanol (Procedure E) to yield (2S, 4R, 5R)-2-benzhydryl-5-[2-(4-fluorophenyl)-ethylamino]-tetrahydropyran-4-ol, (−)-29c, 0.04 g (98%, [α]D=(−)62.9, c=1, MeOH). Reaction SMILES: [CH:1]([C@@H:14]1[CH2:20][C@@H:19]2[C@@H:17]([O:18]2)[CH2:16][O:15]1)([C:8]1[CH:13]=[CH:12][CH:11]=[CH:10][CH:9]=1)[C:2]1[CH:7]=[CH:6][CH:5]=[CH:4][CH:3]=1.[F:21][C:22]1[CH:27]=[CH:26][C:25]([CH2:28][CH2:29][NH2:30])=[CH:24][CH:23]=1>C(O)C>[CH:1]([C@@H:14]1[CH2:20][C@@H:19]([OH:18])[C@H:17]([NH:30][CH2:29][CH2:28][C:25]2[CH:26]=[CH:27][C:22]([F:21])=[CH:23][CH:24]=2)[CH2:16][O:15]1)([C:8]1[CH:9]=[CH:10][CH:11]=[CH:12][CH:13]=1)[C:2]1[CH:3]=[CH:4][CH:5]=[CH:6][CH:7]=1. Reaction conditions: temperature 25 celsius, time 24 hour. Procedure details: 4-[(S)-3-(2-Chloro-4-fluoro-benzenesulfonyl)-pyrrolidin-1-yl]-2-methylsulfanyl-6-trifluoromethyl-pyrimidine (Intermediate of example 42; 300 mg) was dissolved in DMF (5.0 mL). Cs2CO3 (429 mg) and 2-methoxy-ethanol (0.10 mL) were added. The reaction mixture was stirred for 24 h at 25° C. After that, the reaction mixture was diluted with ethyl acetate (20 mL) and extracted with water (10 mL). The organic layers were dried over Na2SO4, filtrated and evaporated to dryness. The crude material was pur... The reactants are C(=O)([O-])[O-].[Cs+].[Cs+] (Cs2CO3), COCCO (2-methoxy-ethanol), ClC1=C(C=CC(=C1)F)S(=O)(=O)[C@@H]1CN(CC1)C1=NC(=NC(=C1)C(F)(F)F)SC (4-[(S)-3-(2-Chloro-4-fluoro-benzenesulfonyl)-pyrrolidin-1-yl]-2-methylsulfanyl-6-trifluoromethyl-pyrimidine), Intermediate. The solvent is CN(C)C=O (DMF), C(C)(=O)OCC (ethyl acetate). Yields the product ClC1=C(C=CC(=C1)OCCOC)S(=O)(=O)[C@@H]1CN(CC1)C1=NC(=NC(=C1)C(F)(F)F)SC (4-{(S)-3-[2-Chloro-4-(2-methoxy-ethoxy)-benzenesulfonyl]-pyrrolidin-1-yl}-2-methylsulfanyl-6-trifluoromethyl-pyrimidine). As a reaction SMILES: [Cl:1][C:2]1[CH:7]=[C:6](F)[CH:5]=[CH:4][C:3]=1[S:9]([C@H:12]1[CH2:16][CH2:15][N:14]([C:17]2[CH:22]=[C:21]([C:23]([F:26])([F:25])[F:24])[N:20]=[C:19]([S:27][CH3:28])[N:18]=2)[CH2:13]1)(=[O:11])=[O:10].C([O-])([O-])=O.[Cs+].[Cs+].[CH3:35][O:36][CH2:37][CH2:38][OH:39]>CN(C=O)C.C(OCC)(=O)C>[Cl:1][C:2]1[CH:7]=[C:6]([O:39][CH2:38][CH2:37][O:36][CH3:35])[CH:5]=[CH:4][C:3]=1[S:9]([C@H:12]1[CH2:16][CH2:15][N:14]([C:17]2[CH:22]=[C:21]([C:23]([F:25])([F:24])[F:26])[N:20]=[C:19]([S:27][CH3:28])[N:18]=2)[CH2:13]1)(=[O:11])=[O:10] |f:1.2.3|. Reactants: ClCCCCOC=1C=C(C2=C(C(OC(N2)=O)(C)C)C1)C (6-(4-chlorobutoxy)-4,4,8-trimethyl-4H-3,1-benzoxazin-2-one), ClC1=CC=C(C=C1)S (4-chloro-thiophenol). Product: ClC1=CC=C(C=C1)SCCCCOC=1C=C(C2=C(C(OC(N2)=O)(C)C)C1)C (6-[4-(4-Chloro-phenylmercapto)-butoxy]-4,4,8-trimethyl-4H-3,1-benzoxazin-2-one). As a reaction SMILES: Cl[CH2:2][CH2:3][CH2:4][CH2:5][O:6][C:7]1[CH:8]=[C:9]([CH3:20])[C:10]2[NH:15][C:14](=[O:16])[O:13][C:12]([CH3:18])([CH3:17])[C:11]=2[CH:19]=1.[Cl:21][C:22]1[CH:27]=[CH:26][C:25]([SH:28])=[CH:24][CH:23]=1>>[Cl:21][C:22]1[CH:27]=[CH:26][C:25]([S:28][CH2:2][CH2:3][CH2:4][CH2:5][O:6][C:7]2[CH:8]=[C:9]([CH3:20])[C:10]3[NH:15][C:14](=[O:16])[O:13][C:12]([CH3:18])([CH3:17])[C:11]=3[CH:19]=2)=[CH:24][CH:23]=1. Procedure: Prepared analogously to Example 1 from 6-(4-chlorobutoxy)-4,4,8-trimethyl-4H-3,1-benzoxazin-2-one and 4-chloro-thiophenol. Starting materials: [Br-], C[P+](c1ccccc1)(c1ccccc1)c1ccccc1, CC(C)(C)[O-], Cc1ccccc1, CN1CC2CCCC(C1)C2=O, [K+]. The product is C=C1C2CCCC1CN(C)C2. As a reaction SMILES: [Br-:18].[CH3:19][P+:20]([c:21]1[cH:22][cH:23][cH:24][cH:25][cH:26]1)([c:27]1[cH:28][cH:29][cH:30][cH:31][cH:32]1)[c:33]1[cH:34][cH:35][cH:36][cH:37][cH:38]1.[CH3:1][C:2]([CH3:3])([O-:4])[CH3:5].[CH3:39][c:40]1[cH:41][cH:42][cH:43][cH:44][cH:45]1.[CH3:7][N:8]1[CH2:9][CH:10]2[CH2:11][CH2:12][CH2:13][CH:14]([CH2:15]1)[C:16]2=[O:17].[K+:6]>>[CH2:1]=[C:16]1[CH:10]2[CH2:9][N:8]([CH3:7])[CH2:15][CH:14]1[CH2:13][CH2:12][CH2:11]2. Reactants: COC=1C=CC2=C(C=C(O2)C(=O)OCC)C1 (ethyl 5-methoxy-benzofuran-2-carboxylate), [Li]CCCC (n-BuLi), C(C)(C)NC(C)C (diisopropylamine), FC1=NC=CC=C1 (2-fluoropyridine). The solvent is C1CCOC1 (THF), C1CCOC1 (THF). Run at time 30 minute. The product is COC=1C=CC2=C(C=C(O2)C(=O)C=2C(=NC=CC2)F)C1 (5-Methoxy-2-(2-fluoro-3-pyridylcarbonyl)-benzofuran). RXN SMILES: [Li]CCCC.C(NC(C)C)(C)C.[F:13][C:14]1[CH:19]=[CH:18][CH:17]=[CH:16][N:15]=1.[CH3:20][O:21][C:22]1[CH:23]=[CH:24][C:25]2[O:29][C:28]([C:30](OCC)=[O:31])=[CH:27][C:26]=2[CH:35]=1>C1COCC1>[CH3:20][O:21][C:22]1[CH:23]=[CH:24][C:25]2[O:29][C:28]([C:30]([C:19]3[C:14]([F:13])=[N:15][CH:16]=[CH:17][CH:18]=3)=[O:31])=[CH:27][C:26]=2[CH:35]=1. Reported procedure: At 0° C. a solution of n-BuLi (0.73 ml, 1.17 mmol) is added to diisopropylamine (0.18 ml, 1.3 mmol). The mixture is stirred for 30 minutes at the same temperature before the resulting solution is added dropwise to a solution 2-fluoropyridine (0.1 ml, 1.17 mmol) in THF (3 ml) at −78° C. After stirring for one hour ethyl 5-methoxy-benzofuran-2-carboxylate (0.25 g, 1.17 mmol) in THF (4 ml) is added and stirring is continued for 2 hours at the same temperature. The reaction mixture is allowed to rea... The product is O=[N+]([O-])c1ccc(N2C3CCC2CC3)cc1C(F)(F)F. As a reaction SMILES: [CH3:1][CH:2]1[O:3][CH2:6][CH2:5][CH2:4]1.[CH:8]12[CH2:9][CH2:10][CH:11]([CH2:12][CH2:13]1)[N:14]2[c:15]1[cH:16][c:17]([C:22]([F:23])([F:24])[F:25])[c:18]([NH2:19])[cH:20][cH:21]1.[ClH:7].[O:26]=[c:27]1[c:28]2[c:29]([cH:30][cH:31][cH:32][c:33]2[C:34]([F:35])([F:36])[F:37])[nH:38][cH:39][c:40]1[C:41]([OH:42])=[O:43].[OH2:50].[cH:44]1[cH:45][cH:46][n:47][cH:48][cH:49]1>>[O-:3][N+:19]([c:18]1[c:17]([C:22]([F:23])([F:24])[F:25])[cH:16][c:15]([N:14]2[CH:8]3[CH2:9][CH2:10][CH:11]2[CH2:12][CH2:13]3)[cH:21][cH:20]1)=[O:50]. Starting materials: CC1CCCO1, Nc1ccc(N2C3CCC2CC3)cc1C(F)(F)F, Cl, O=C(O)c1c[nH]c2cccc(C(F)(F)F)c2c1=O, O, c1ccncc1.